Dataset: the Open Reaction Database (ORD), a public repository of structured organic reaction records. Task: describe an organic reaction: reactants, conditions, products, and yield Yields the product C(C)OC(=O)C=1C=NN2C1C=C(C=C2C(F)(F)F)C2=CC=C(C=C2)C(F)(F)F (7-Trifluoromethyl-5-(4-trifluoromethyl-phenyl)-pyrazolo[1,5-a]pyridine-3-carboxylic acid ethyl ester). As a reaction SMILES: [NH2:1][N:2]1[C:7]([C:8]([F:11])([F:10])[F:9])=[CH:6][C:5]([C:12]2[CH:17]=[CH:16][C:15]([C:18]([F:21])([F:20])[F:19])=[CH:14][CH:13]=2)=[CH:4][C:3]1=S.[CH2:23]([O:25][C:26](=[O:31])[CH:27](Cl)[CH:28]=O)[CH3:24].C([O-])(O)=O.[Na+]>CCO>[CH2:23]([O:25][C:26]([C:27]1[CH:28]=[N:1][N:2]2[C:7]([C:8]([F:11])([F:10])[F:9])=[CH:6][C:5]([C:12]3[CH:17]=[CH:16][C:15]([C:18]([F:21])([F:20])[F:19])=[CH:14][CH:13]=3)=[CH:4][C:3]=12)=[O:31])[CH3:24] |f:2.3|. Conditions: time 18 hour. Reported procedure: A solution of 1-amino-6-trifluoromethyl-4-(4-trifluoromethyl-phenyl)-1H-pyridine-2-thione (example C.22 step 6) (3.14 g, 9.28 mmol) and 2-chloro-3-oxo-propionic acid ethyl ester (example C.22 reagent 1) (4.19 g, 27.85 mmol) in EtOH (45 mL) was refluxed for 20 h, the added again 2-chloro-3-oxo-propionic acid ethyl ester (example C.22 reagent 1) (2.20 g, 14.61 mmol) and refluxing was continued for another 18 h. Poured into sat. NaHCO3-sol., extracted with EtOAc, washed the organic layer with brine... The reactants are C(C)OC(C(C=O)Cl)=O (2-chloro-3-oxo-propionic acid ethyl ester), C(C)OC(C(C=O)Cl)=O (2-chloro-3-oxo-propionic acid ethyl ester), NN1C(C=C(C=C1C(F)(F)F)C1=CC=C(C=C1)C(F)(F)F)=S (1-amino-6-trifluoromethyl-4-(4-trifluoromethyl-phenyl)-1H-pyridine-2-thione), C(C)OC(C(C=O)Cl)=O (2-chloro-3-oxo-propionic acid ethyl ester), C(C)OC(C(C=O)Cl)=O (2-chloro-3-oxo-propionic acid ethyl ester), C(=O)(O)[O-].[Na+] (NaHCO3). Isolated yield 61.6%. The solvent is CCO (EtOH). Starting materials: CN1CCN(CC1)C=1N=CC2=C(N1)NC=C(C2=O)C(=O)O (5,8-dihydro-2-(4-methyl-1-piperazinyl)-5-oxopyrido[2,3-d]pyrimidine-6-carboxylic acid), C(C1=CC=CC=C1)Cl (benzyl chloride), aqueous solution, C([O-])([O-])=O.[K+].[K+] (potassium carbonate). The solvent is CN(C=O)C (dimethylformamide). Run at temperature 95 celsius. Product: C(C1=CC=CC=C1)N1C=C(C(C2=C1N=C(N=C2)N2CCN(CC2)C)=O)C(=O)O (8-Benzyl-5,8-dihydro-2-(4-methyl-1-piperazinyl)-5-oxopyrido[2,3-d]pyrimidine-6-carboxylic acid). Reaction SMILES: [CH3:1][N:2]1[CH2:7][CH2:6][N:5]([C:8]2[N:9]=[CH:10][C:11]3[C:17](=[O:18])[C:16]([C:19]([OH:21])=[O:20])=[CH:15][NH:14][C:12]=3[N:13]=2)[CH2:4][CH2:3]1.[CH2:22](Cl)[C:23]1[CH:28]=[CH:27][CH:26]=[CH:25][CH:24]=1.C(=O)([O-])[O-].[K+].[K+]>CN(C)C=O>[CH2:22]([N:14]1[C:12]2[N:13]=[C:8]([N:5]3[CH2:6][CH2:7][N:2]([CH3:1])[CH2:3][CH2:4]3)[N:9]=[CH:10][C:11]=2[C:17](=[O:18])[C:16]([C:19]([OH:21])=[O:20])=[CH:15]1)[C:23]1[CH:28]=[CH:27][CH:26]=[CH:25][CH:24]=1 |f:2.3.4|. Reported procedure: A mixture of 1.0 g of 5,8-dihydro-2-(4-methyl-1-piperazinyl)-5-oxopyrido[2,3-d]pyrimidine-6-carboxylic acid, 0.6 ml of benzyl chloride, 20 ml of a 12% aqueous solution of potassium carbonate, and 150 ml of dimethylformamide was heated at 95°C for 2 hours. After removal of the solvent and an excess of the reagent, the resulting residue was taken up in water and the aqueous solution neutralized with acetic acid. The solid that separated was collected and recrystallized from dimethylformamide to gi... Reactants: FC1=C(NC2=NC=NC3=CC(=CC=C23)NC(COC)=O)C=C(C(=C1)C)OC(=O)OC (4-(2-fluoro-5-methoxycarbonyloxy-4-methylanilino)-7-methoxyacetamidoquinazoline), Cl (hydrochloric acid). Run in O (water), CO (methanol), [OH-].[Na+] (sodium hydroxide). Yields the product Cl.FC1=C(NC2=NC=NC3=CC(=CC=C23)NC(COC)=O)C=C(C(=C1)C)O (4-(2-fluoro-5-hydroxy-4-methylanilino)-7-methoxyacetamidoquinazoline hydrochloride). The yield is 36.0%. As a reaction SMILES: [F:1][C:2]1[CH:24]=[C:23]([CH3:25])[C:22]([O:26]C(OC)=O)=[CH:21][C:3]=1[NH:4][C:5]1[C:14]2[C:9](=[CH:10][C:11]([NH:15][C:16](=[O:20])[CH2:17][O:18][CH3:19])=[CH:12][CH:13]=2)[N:8]=[CH:7][N:6]=1.[ClH:31]>CO.[OH-].[Na+].O>[ClH:31].[F:1][C:2]1[CH:24]=[C:23]([CH3:25])[C:22]([OH:26])=[CH:21][C:3]=1[NH:4][C:5]1[C:14]2[C:9](=[CH:10][C:11]([NH:15][C:16](=[O:20])[CH2:17][O:18][CH3:19])=[CH:12][CH:13]=2)[N:8]=[CH:7][N:6]=1 |f:3.4,6.7|. Reported procedure: A solution of 4-(2-fluoro-5-methoxycarbonyloxy-4-methylanilino)-7-methoxyacetamidoquinazoline (201 mg, 0.5mmol) in methanol (5 ml) and 2M aqueous sodium hydroxide solution (0.5 ml) was stirred at ambient temperature for 1 hour. The mixture was diluted with water and adjusted to pH6 with 2M hydrochloric acid. The precipitated solid was collected by filtration, washed with water, dried and then dissolved in a mixture of methylene chloride and methanol. A 5M solution of hydrogen chloride in isoprop...